Dataset: the Open Reaction Database (ORD), a public repository of structured organic reaction records. Task: describe an organic reaction: reactants, conditions, products, and yield Reactants: OC1CCCC=2C=CC=C(C12)C(=O)OC (Methyl 8-hydroxy-5,6,7,8-tetrahydronaphthalene-1-carboxylate), Cl (hydrogen chloride). Solvent: CO (methanol). The product is C1(=CC=CC=2CCC=CC12)C(=O)OC (methyl 5,6-dihydronaphthalene-1-carboxylate). Reaction SMILES: O[CH:2]1[C:11]2[C:10]([C:12]([O:14][CH3:15])=[O:13])=[CH:9][CH:8]=[CH:7][C:6]=2[CH2:5][CH2:4][CH2:3]1.Cl>CO>[C:10]1([C:12]([O:14][CH3:15])=[O:13])[C:11]2[CH:2]=[CH:3][CH2:4][CH2:5][C:6]=2[CH:7]=[CH:8][CH:9]=1. Procedure details: Methyl 8-hydroxy-5,6,7,8-tetrahydronaphthalene-1-carboxylate (see Tetrahedron, 53, 15969-15982; (1990)) (5.029 g, 32.63 mmol) was heated under reflux in a solution (80 ml) of 10% hydrogen chloride in methanol overnight. The solvent of the reaction solution was evaporated under reduced pressure. The obtained residue was purified by silica gel column chromatography (hexane/ethyl acetate=6/1) to give the objective substance. The reactants are C1(CCCCC1)P(C1CCCCC1)C1CCCCC1 (tricyclohexylphosphine), IC (iodomethane), IC (iodomethane), C1(CCCCC1)P(C1CCCCC1)C1CCCCC1 (tricyclohexyl phosphine). The reagents and catalysts are [I-].C[P+](C1CCCCC1)(C1CCCCC1)C1CCCCC1 (methyl tricyclohexyl phosphonium iodide). Run in C1CCCCC1 (cyclohexane). Yields the product [I-].C1(CCCCC1)[PH+](C1CCCCC1)C1CCCCC1 (Tricyclohexyl phosphonium iodide). As a reaction SMILES: [CH:1]1([P:7]([CH:14]2[CH2:19][CH2:18][CH2:17][CH2:16][CH2:15]2)[CH:8]2[CH2:13][CH2:12][CH2:11][CH2:10][CH2:9]2)[CH2:6][CH2:5][CH2:4][CH2:3][CH2:2]1.[I:20]C>[I-].C[P+](C1CCCCC1)(C1CCCCC1)C1CCCCC1.C1CCCCC1>[I-:20].[CH:14]1([PH+:7]([CH:1]2[CH2:2][CH2:3][CH2:4][CH2:5][CH2:6]2)[CH:8]2[CH2:13][CH2:12][CH2:11][CH2:10][CH2:9]2)[CH2:15][CH2:16][CH2:17][CH2:18][CH2:19]1 |f:2.3,5.6|. Procedure details: This example shows the storage stability of precatalyzed resin containing methyl tricyclohexyl phosphonium iodide catalyst. Tricyclohexyl phosphonium iodide was prepared by reacting tricyclohexylphosphine with iodomethane. 3.95 g of tricyclohexyl phosphine was charged to a 200-ml flask. 70 ml of cyclohexane was added. The resulting solution was maintained with stirring under a nitrogen blanket and condenser. 2 g of iodomethane was added to the solution, resulting in the precipitation of a white ... Procedure: A mixture of 2-iodonitrobenzene (2.0 g, 8.0 mmol), bis(triphenylphosphine)palladium(II) chloride (0.30 g, 0.40 mmol) and copper(I) iodide (0.080 g, 0.40 mmol) in 25 mL of Et3N was degassed by freeze/pump/thaw technique (three times). Trimethylsilylacetylene (1.0 g, 10 mmol) was added and the mixture was stirred for 18 hours. The reaction mixture was filtered through a celite pad and the pad was rinsed with CH2Cl2. The filtrate was washed with sat. NH4Cl (aq.) and brine and the organic layer was ... The reactants are IC1=C(C=CC=C1)[N+](=O)[O-] (2-iodonitrobenzene), C[Si](C)(C)C#C (Trimethylsilylacetylene). Solvent: CCN(CC)CC (Et3N). Reaction conditions: time 18 hour. The reagents and catalysts are Cl[Pd]([P](C1=CC=CC=C1)(C2=CC=CC=C2)C3=CC=CC=C3)([P](C4=CC=CC=C4)(C5=CC=CC=C5)C6=CC=CC=C6)Cl (bis(triphenylphosphine)palladium(II) chloride), [Cu]I (copper(I) iodide). RXN SMILES: I[C:2]1[CH:7]=[CH:6][CH:5]=[CH:4][C:3]=1[N+:8]([O-:10])=[O:9].[CH3:11][Si:12]([C:15]#[CH:16])([CH3:14])[CH3:13]>CCN(CC)CC.Cl[Pd](Cl)([P](C1C=CC=CC=1)(C1C=CC=CC=1)C1C=CC=CC=1)[P](C1C=CC=CC=1)(C1C=CC=CC=1)C1C=CC=CC=1.[Cu]I>[CH3:11][Si:12]([CH3:14])([CH3:13])[C:15]#[C:16][C:2]1[CH:7]=[CH:6][CH:5]=[CH:4][C:3]=1[N+:8]([O-:10])=[O:9] |^1:26,45|. Product: C[Si](C#CC1=C(C=CC=C1)[N+](=O)[O-])(C)C (trimethyl((2-nitrophenyl)ethynyl)silane). The yield is 75.8%. Reactants: CCOC(=O)c1c(C)cc2nc(CO)n(-c3ccccc3S(=O)(=O)NC)c(=O)c2c1C, CCOC(=O)c1c(C)cc2nc(COCc3ccccc3)n(-c3ccccc3S(=O)(=O)NC)c(=O)c2c1C, C1CCOC1, CCOCC. Product: CCCCOC(=O)c1c(C)cc2nc(CO)n(-c3ccccc3S(=O)(=O)NC)c(=O)c2c1C. Reaction SMILES: [CH2:1]([CH3:2])[O:3][C:4](=[O:5])[c:6]1[c:7]([CH3:31])[c:8]2[c:9](=[O:30])[n:10](-[c:19]3[c:20]([S:25]([NH:26][CH3:27])(=[O:28])=[O:29])[cH:21][cH:22][cH:23][cH:24]3)[c:11]([CH2:17][OH:18])[n:12][c:13]2[cH:14][c:15]1[CH3:16].[CH2:32]([CH3:33])[O:34][C:35]([c:36]1[c:37]([CH3:38])[c:39]2[c:40]([cH:41][c:42]1[CH3:43])[n:44][c:45]([CH2:46][O:47][CH2:48][c:49]1[cH:50][cH:51][cH:52][cH:53][cH:54]1)[n:55](-[c:56]1[cH:57][cH:58][cH:59][cH:60][c:61]1[S:62](=[O:63])(=[O:64])[NH:65][CH3:66])[c:67]2=[O:68])=[O:69].[CH2:75]1[O:76][CH2:77][CH2:78][CH2:79]1.[CH3:70][CH2:71][O:72][CH2:73][CH3:74]>>[CH2:1]([CH2:2][CH2:32][CH3:33])[O:3][C:4](=[O:5])[c:6]1[c:7]([CH3:31])[c:8]2[c:9](=[O:30])[n:10](-[c:19]3[c:20]([S:25]([NH:26][CH3:27])(=[O:28])=[O:29])[cH:21][cH:22][cH:23][cH:24]3)[c:11]([CH2:17][OH:18])[n:12][c:13]2[cH:14][c:15]1[CH3:16]. Reactants: COC(C1=CC(=CC=C1)COC1=CC(=CC=C1)C(CCCCC)O)=O (methyl-3-[[3-(1-hydroxyhexyl)phenoxy]methyl]benzoate), O1CCCC=C1 (dihydropyran), C1(=CC=C(C=C1)S(=O)(=O)O)C (para-toluene sulfonic acid). The solvent is C(C)OCC (ethyl ether). Conditions: time 4 day. The product is COC(C1=CC(=CC=C1)COC1=CC(=CC=C1)C(CCCCC)OC1OCCCC1)=O (Methyl-3-[[3-[1-(tetrahydro-2H-pyran-2-yloxy)hexyl]phenoxy]methyl]benzoate). The yield is 67.0%. Reaction SMILES: [CH3:1][O:2][C:3](=[O:25])[C:4]1[CH:9]=[CH:8][CH:7]=[C:6]([CH2:10][O:11][C:12]2[CH:17]=[CH:16][CH:15]=[C:14]([CH:18]([OH:24])[CH2:19][CH2:20][CH2:21][CH2:22][CH3:23])[CH:13]=2)[CH:5]=1.[O:26]1[CH:31]=[CH:30][CH2:29][CH2:28][CH2:27]1.C1(C)C=CC(S(O)(=O)=O)=CC=1>C(OCC)C>[CH3:1][O:2][C:3](=[O:25])[C:4]1[CH:9]=[CH:8][CH:7]=[C:6]([CH2:10][O:11][C:12]2[CH:17]=[CH:16][CH:15]=[C:14]([CH:18]([O:24][CH:27]3[CH2:28][CH2:29][CH2:30][CH2:31][O:26]3)[CH2:19][CH2:20][CH2:21][CH2:22][CH3:23])[CH:13]=2)[CH:5]=1. Reported procedure: To a solution of methyl-3-[[3-(1-hydroxyhexyl)phenoxy]methyl]benzoate (2.2 g), dihydropyran (2.3 ml) and ethyl ether was added a catalytic amount of para-toluene sulfonic acid. The reaction was stirred at room temperature for four days. The ethyl ether was removed in vacuo and the remaining oil was purified by HPLC on silica gel using 7:93 ratio of ethyl acetate/hexanes as an eluent (1.8 g., 67% yield). In like manner as above, using appropriate starting materials, the following compound was mad... Reactants: CC(C)(C)C=C(c1ccc(S(C)(=O)=O)cc1)c1cc2cccnc2[nH]1, CO. Product: CC(C)(C)CC(c1ccc(S(C)(=O)=O)cc1)c1cc2cccnc2[nH]1. Reaction SMILES: [CH3:1][S:2](=[O:3])(=[O:4])[c:5]1[cH:6][cH:7][c:8]([C:11](=[CH:12][C:13]([CH3:14])([CH3:15])[CH3:16])[c:17]2[cH:18][c:19]3[c:20]([n:21][cH:22][cH:23][cH:24]3)[nH:25]2)[cH:9][cH:10]1.[CH3:26][OH:27]>>[CH3:1][S:2](=[O:3])(=[O:4])[c:5]1[cH:6][cH:7][c:8]([CH:11]([CH2:12][C:13]([CH3:14])([CH3:15])[CH3:16])[c:17]2[cH:18][c:19]3[c:20]([n:21][cH:22][cH:23][cH:24]3)[nH:25]2)[cH:9][cH:10]1. The reactants are C[Si](CCOCN1N=CC=2C1=NC=NC2N[C@H]2CN(CCC2)C(=O)OC(C)(C)C)(C)C ((R)-tert-butyl 3-(1-((2-(trimethylsilyl)ethoxy)methyl)-1H-pyrazolo[3,4-d]pyrimidin-4-ylamino)piperidine-1-carboxylate), Cl (HCl). The solvent is O1CCOCC1 (dioxane), O1CCOCC1 (dioxane). Reaction conditions: time 30 minute. The product is Cl.N1C[C@@H](CCC1)NC1=C2C(=NC=N1)NN=C2 ((R)—N-(piperidin-3-yl)-1H-pyrazolo[3,4-d]pyrimidin-4-amine hydrochloride). As a reaction SMILES: C[Si](C)(C)CCOC[N:7]1[C:11]2=[N:12][CH:13]=[N:14][C:15]([NH:16][C@@H:17]3[CH2:22][CH2:21][CH2:20][N:19](C(OC(C)(C)C)=O)[CH2:18]3)=[C:10]2[CH:9]=[N:8]1.[ClH:32]>O1CCOCC1>[ClH:32].[NH:19]1[CH2:20][CH2:21][CH2:22][C@@H:17]([NH:16][C:15]2[N:14]=[CH:13][N:12]=[C:11]3[NH:7][N:8]=[CH:9][C:10]=23)[CH2:18]1 |f:3.4|. Procedure: To a solution of compound (R)-tert-butyl 3-(1-((2-(trimethylsilyl)ethoxy)methyl)-1H-pyrazolo[3,4-d]pyrimidin-4-ylamino)piperidine-1-carboxylate (1 g, 2.22 mmol) in dioxane (10 mL) at 0° C., a solution of HCl in dioxane (10 mL) was added until the pH was acidic at 0° C. and stirred for 30 min, at the same temperature. The reaction mixture was concentrated to give a residue that was triturated with ether to give (R)—N-(piperidin-3-yl)-1H-pyrazolo[3,4-d]pyrimidin-4-amine hydrochloride as a free flo... The reactants are solution, [OH-].[K+] (potassium hydroxide), COC1=C(C=CC(=C1OC)OC)C=CC(=O)OCC (Ethyl 3-(2,3,4-trimethoxyphenyl)propenoate). Solvent: C(C)O (ethanol). Conditions: time 5 hour. Product: COC1=C(C=CC(=C1OC)OC)C=CC(=O)O (3-(2,3,4-trimethoxyphenyl)propenoic acid). RXN SMILES: [CH3:1][O:2][C:3]1[C:8]([O:9][CH3:10])=[C:7]([O:11][CH3:12])[CH:6]=[CH:5][C:4]=1[CH:13]=[CH:14][C:15]([O:17]CC)=[O:16].[OH-].[K+]>C(O)C>[CH3:1][O:2][C:3]1[C:8]([O:9][CH3:10])=[C:7]([O:11][CH3:12])[CH:6]=[CH:5][C:4]=1[CH:13]=[CH:14][C:15]([OH:17])=[O:16] |f:1.2|. Procedure details: Ethyl 3-(2,3,4-trimethoxyphenyl)propenoate (1.15 g) was dissolved in ethanol (20 mL), and to the solution 10% potassium hydroxide (1.21 g) was added, and the mixture was stirred at room temperature for 5 hours. The reaction mixture was concentrated under reduced pressure, water was added to the residue, and the mixture was adjusted to pH 2 with 2 M hydrochloric acid and extracted with ethyl acetate. The resultant organic layer was dried over anhydrous sodium sulfate and then concentrated under r...